The task is: describe an organic reaction: reactants, conditions, products, and yield. This data is from the Open Reaction Database (ORD), a public repository of structured organic reaction records. Reactants: CC=1C(OC(C1CC=C)=O)=O (3-Methyl-4-(prop-2-enyl)-2,5-furandione), CC=1C(N(C(C1CC=C)=O)C1=CC(=C(C#N)C=C1)C(F)(F)F)=O (4-[2,5-Dihydro-3-methyl-2,5-dioxo-4-(prop-2-enyl)-1H-pyrrol-1-yl]-2-(trifluoromethyl)benzonitrile). As a reaction SMILES: CC1C(=O)OC(=O)C=1CC=C.[CH3:12][C:13]1[C:14](=[O:34])[N:15]([C:22]2[CH:29]=[CH:28][C:25]([C:26]#[N:27])=[C:24]([C:30]([F:33])([F:32])[F:31])[CH:23]=2)[C:16](=[O:21])[C:17]=1[CH2:18][CH:19]=C>>[CH:18]([C:17]1[C:16](=[O:21])[N:15]([C:22]2[CH:29]=[CH:28][C:25]([C:26]#[N:27])=[C:24]([C:30]([F:31])([F:33])[F:32])[CH:23]=2)[C:14](=[O:34])[C:13]=1[CH3:12])=[CH2:19]. Reported procedure: The reaction of 1.8 g of the compound, produced under 8a, analogously to the instructions described under 7b and 7c yielded 1.1 g of the title compound as a colorless oil. The product is C(=C)C=1C(N(C(C1C)=O)C1=CC(=C(C#N)C=C1)C(F)(F)F)=O (4-[3-Ethenyl-2,5-dihydro-4-methyl-2,5-dioxo-1H-pyrrol-1-yl]-2-(trifluoromethyl)benzonitrile). As a reaction SMILES: [CH3:1][Si:2]([CH:3]=[N+:4]=[N-:5])([CH3:6])[CH3:7].[CH3:39][OH:40].[N+:8](=[O:9])([O-:10])[c:11]1[cH:12][c:13]([CH2:14][c:15]2[c:16](=[O:35])[o:17][c:18]3[c:19]([c:20]2[CH2:21][C:22](=[O:23])[OH:24])[cH:25][cH:26][c:27]([O:29][C:30]([N:31]([CH3:32])[CH3:33])=[O:34])[cH:28]3)[cH:36][cH:37][cH:38]1>>[CH3:1][O:23][C:22]([CH2:21][c:20]1[c:15]([CH2:14][c:13]2[cH:12][c:11]([N+:8](=[O:9])[O-:10])[cH:38][cH:37][cH:36]2)[c:16](=[O:35])[o:17][c:18]2[c:19]1[cH:25][cH:26][c:27]([O:29][C:30]([N:31]([CH3:32])[CH3:33])=[O:34])[cH:28]2)=[O:24]. The reactants are C[Si](C)(C)C=[N+]=[N-], CO, CN(C)C(=O)Oc1ccc2c(CC(=O)O)c(Cc3cccc([N+](=O)[O-])c3)c(=O)oc2c1. Product: COC(=O)Cc1c(Cc2cccc([N+](=O)[O-])c2)c(=O)oc2cc(OC(=O)N(C)C)ccc12. The reactants are NCC(=O)N(C1=CC(=CC=C1)C(=O)OCC)CC(=O)OC(C)(C)C (tert-butyl 2-[2-amino-N-(3-ethoxycarbonylphenyl)acetamido]acetate), CC=1C=C(C=CC1)N=C=O (3-methylphenyl isocyanate). Yields the product C(C)OC(=O)C=1C=C(C=CC1)N(C(CNC(=O)NC1=CC(=CC=C1)C)=O)CC(=O)OC(C)(C)C (tert-butyl 2-{N-(3-ethoxycarbonylphenyl)-2-[3-(3-methylphenyl)ureido]acetamido}acetate). Yield: 18.5%. Reaction SMILES: [NH2:1][CH2:2][C:3]([N:5]([CH2:17][C:18]([O:20][C:21]([CH3:24])([CH3:23])[CH3:22])=[O:19])[C:6]1[CH:11]=[CH:10][CH:9]=[C:8]([C:12]([O:14][CH2:15][CH3:16])=[O:13])[CH:7]=1)=[O:4].[CH3:25][C:26]1[CH:27]=[C:28]([N:32]=[C:33]=[O:34])[CH:29]=[CH:30][CH:31]=1>>[CH2:15]([O:14][C:12]([C:8]1[CH:7]=[C:6]([N:5]([CH2:17][C:18]([O:20][C:21]([CH3:23])([CH3:22])[CH3:24])=[O:19])[C:3](=[O:4])[CH2:2][NH:1][C:33]([NH:32][C:28]2[CH:29]=[CH:30][CH:31]=[C:26]([CH3:25])[CH:27]=2)=[O:34])[CH:11]=[CH:10][CH:9]=1)=[O:13])[CH3:16]. Procedure: Using a procedure similar to that described in Example 1, but starting with tert-butyl 2-[2-amino-N-(3-ethoxycarbonylphenyl)acetamido]acetate (3.3 g) and 3-methylphenyl isocyanate (1.3 g), and after recrystallisation in diisopropyl ether, tert-butyl 2-{N-(3-ethoxycarbonylphenyl)-2-[3-(3-methylphenyl)ureido]acetamido}acetate (0.85 g), m.p. 71° C., is obtained.